Dataset: the Open Reaction Database (ORD), a public repository of structured organic reaction records. Task: describe an organic reaction: reactants, conditions, products, and yield Starting materials: Cl, [K+], Cc1c(N2CC(C)C(NC(=O)C(F)(F)F)C2)c(F)c(N)c2c(=O)c(C(=O)O)cn(C3CC3)c12, [OH-], O. Product: Cc1c(N2CC(C)C(N)C2)c(F)c(N)c2c(=O)c(C(=O)O)cn(C3CC3)c12. Reaction SMILES: [ClH:36].[K+:35].[NH2:1][c:2]1[c:3]2[c:4](=[O:33])[c:5]([C:30](=[O:31])[OH:32])[cH:6][n:7]([CH:27]3[CH2:28][CH2:29]3)[c:8]2[c:9]([CH3:26])[c:10]([N:13]2[CH2:14][CH:15]([NH:19][C:20](=[O:21])[C:22]([F:23])([F:24])[F:25])[CH:16]([CH3:18])[CH2:17]2)[c:11]1[F:12].[OH-:34].[OH2:37]>>[NH2:1][c:2]1[c:3]2[c:4](=[O:33])[c:5]([C:30](=[O:31])[OH:32])[cH:6][n:7]([CH:27]3[CH2:28][CH2:29]3)[c:8]2[c:9]([CH3:26])[c:10]([N:13]2[CH2:14][CH:15]([NH2:19])[CH:16]([CH3:18])[CH2:17]2)[c:11]1[F:12].